From a dataset of the Open Reaction Database (ORD), a public repository of structured organic reaction records. describe an organic reaction: reactants, conditions, products, and yield The reactants are CC(C)(C([C@@H](CC)NC(C1=CC=CC=C1)(C1=CC=CC=C1)C1=CC=CC=C1)O)C ((3RS,4R)-2,2-dimethyl-4-(trityl-amino)-hexan-3-ol), C(=O)(C(F)(F)F)O (CF3COOH). Run in C(Cl)Cl (DCM). Conditions: time 1 hour. Yields the product N[C@@H](C(C(C)(C)C)O)CC ((3RS, 4R)-4-Amino-2,2-dimethyl-hexan-3-ol). RXN SMILES: [CH3:1][C:2]([CH3:29])([CH:4]([OH:28])[C@H:5]([NH:8]C(C1C=CC=CC=1)(C1C=CC=CC=1)C1C=CC=CC=1)[CH2:6][CH3:7])[CH3:3].C(O)(C(F)(F)F)=O>C(Cl)Cl>[NH2:8][C@H:5]([CH2:6][CH3:7])[CH:4]([OH:28])[C:2]([CH3:29])([CH3:3])[CH3:1]. Procedure details: To a stirred solution of (3RS,4R)-2,2-dimethyl-4-(trityl-amino)-hexan-3-ol (0.57 g, 1 eq, 1.47 mmol) in DCM (10 mL) under an argon atmosphere at room temperature, was added CF3COOH (5 mL) dropwise, and the solution was stirred at this temperature for 1 h. The solvent was evaporated in vacuo, the residue was precipitated from Et2O (3 mL) with hexane (20 mL) with stirring to give a yellow oil. The solvent was decanted from the oil, and the oil was washed with hexane (20 mL) and dried in vacuo to a... The reactants are ClC=1C=CC=2N(N1)C(=NN2)COC2=CC=NC1=CC(=CC=C21)OC (4-((6-chloro-[1,2,4]triazolo[4,3-b]pyridazin-3-yl)methoxy)-7-methoxyquinoline), ClC1=C(CNC(OC(C)(C)C)=O)C=CC(=C1)B1OC(C(O1)(C)C)(C)C (tert-butyl 2-chloro-4-(4,4,5,5-tetramethyl-1,3,2-dioxaborolan-2-yl)benzylcarbamate), C([O-])([O-])=O.[Cs+].[Cs+] (cesium carbonate). Reagents/catalysts: C1=CC=C(C=C1)[PH+](C2=CC=CC=C2)[C]3[CH][CH][CH][CH]3.C1=CC=C(C=C1)[PH+](C2=CC=CC=C2)[C]3[CH][CH][CH][CH]3.C(Cl)Cl.Cl[Pd]Cl.[Fe] (dichloro[1,1′bis(diphenylphoshino)ferrocene]palladium(ii) dichloromethane adduct). The solvent is O1CCOCC1 (dioxane), O (water). Reaction conditions: temperature 100 celsius. The product is ClC1=C(C=CC(=C1)C=1C=CC=2N(N1)C(=NN2)COC2=CC=NC1=CC(=CC=C21)OC)CNC(OC(C)(C)C)=O (tert-butyl (2-chloro-4-(3-((7-methoxyquinolin-4-yloxy)methyl)-[1,2,4]triazolo[4,3-b]pyridazin-6-yl)phenyl)methylcarbamate). RXN SMILES: Cl[C:2]1[CH:3]=[CH:4][C:5]2[N:6]([C:8]([CH2:11][O:12][C:13]3[C:22]4[C:17](=[CH:18][C:19]([O:23][CH3:24])=[CH:20][CH:21]=4)[N:16]=[CH:15][CH:14]=3)=[N:9][N:10]=2)[N:7]=1.[Cl:25][C:26]1[CH:40]=[C:39](B2OC(C)(C)C(C)(C)O2)[CH:38]=[CH:37][C:27]=1[CH2:28][NH:29][C:30](=[O:36])[O:31][C:32]([CH3:35])([CH3:34])[CH3:33].C(=O)([O-])[O-].[Cs+].[Cs+]>O1CCOCC1.O.C1C=CC([PH+]([C]2[CH][CH][CH][CH]2)C2C=CC=CC=2)=CC=1.C1C=CC([PH+]([C]2[CH][CH][CH][CH]2)C2C=CC=CC=2)=CC=1.C(Cl)Cl.Cl[Pd]Cl.[Fe]>[Cl:25][C:26]1[CH:40]=[C:39]([C:2]2[CH:3]=[CH:4][C:5]3[N:6]([C:8]([CH2:11][O:12][C:13]4[C:22]5[C:17](=[CH:18][C:19]([O:23][CH3:24])=[CH:20][CH:21]=5)[N:16]=[CH:15][CH:14]=4)=[N:9][N:10]=3)[N:7]=2)[CH:38]=[CH:37][C:27]=1[CH2:28][NH:29][C:30](=[O:36])[O:31][C:32]([CH3:34])([CH3:33])[CH3:35] |f:2.3.4,7.8.9.10.11,^1:67,68,69,70,71,85,86,87,88,89|. Procedure: A suspension of 4-((6-chloro-[1,2,4]triazolo[4,3-b]pyridazin-3-yl)methoxy)-7-methoxyquinoline (200 mg, 585 μmol), tert-butyl 2-chloro-4-(4,4,5,5-tetramethyl-1,3,2-dioxaborolan-2-yl)benzylcarbamate (323 mg, 878 μmol), dichloro[1,1′bis(diphenylphoshino)ferrocene]palladium(ii) dichloromethane adduct (86 mg, 117 μmol), cesium carbonate (763 mg, 2341 μmol) in dioxane (3 mL) and water (0.3 mL) was sparged with argon for 10 min then heated to 100° C. for 18 h. Reaction then partitioned between 9:1 CHCl... The reactants are C(C1=CC=CC=C1)OC(NC1CC(CCC1)C1=NC2=C(C(N(C=C2)CC)=O)N1CC1=C(C=CC=C1)C#N)=O ({3-[3-(2-cyano-benzyl)-5-ethyl-4-oxo-4,5-dihydro-3H-imidazo[4,5-c]pyridin-2-yl]-cyclohexyl}-carbamic acid benzyl ester). The reagents and catalysts are [Pd] (Pd/C). Run in CCO.C1CCOC1 (EtOH THF). Conditions: time 2 hour. Product: NC1CC(CCC1)C1=NC2=C(C(N(C=C2)CC)=O)N1CC1=C(C#N)C=CC=C1 (2-[2-(3-amino-cyclohexyl)-5-ethyl-4-oxo-4,5-dihydro-imidazo[4,5-c]pyridin-3-ylmethyl]-benzonitrile). The yield is 81.9%. Reaction SMILES: C(OC(=O)[NH:10][CH:11]1[CH2:16][CH2:15][CH2:14][CH:13]([C:17]2[N:28]([CH2:29][C:30]3[CH:35]=[CH:34][CH:33]=[CH:32][C:31]=3[C:36]#[N:37])[C:20]3[C:21](=[O:27])[N:22]([CH2:25][CH3:26])[CH:23]=[CH:24][C:19]=3[N:18]=2)[CH2:12]1)C1C=CC=CC=1>[Pd].CCO.C1COCC1>[NH2:10][CH:11]1[CH2:16][CH2:15][CH2:14][CH:13]([C:17]2[N:28]([CH2:29][C:30]3[CH:35]=[CH:34][CH:33]=[CH:32][C:31]=3[C:36]#[N:37])[C:20]3[C:21](=[O:27])[N:22]([CH2:25][CH3:26])[CH:23]=[CH:24][C:19]=3[N:18]=2)[CH2:12]1 |f:2.3|. Procedure details: A solution of {3-[3-(2-cyano-benzyl)-5-ethyl-4-oxo-4,5-dihydro-3H-imidazo[4,5-c]pyridin-2-yl]-cyclohexyl}-carbamic acid benzyl ester (66 mg, 0.13 mmol) in 1:3 EtOH/THF (8 mL) was hydrogenated over 10% Pd/C (70 mg, 0.065 mmol) at room temperature. After 2 h, the catalyst was removed by filtration, rinsing with MeOH, and the filtrate was concentrated in vacuo. The crude product was purified by flash chromatography, eluting with 90:10:0.5 CH2Cl2/MeOH/NH4OH to give 2-[2-(3-amino-cyclohexyl)-5-ethyl-... Starting materials: COC(=O)c1cc2[nH]cnc2c(Cl)c1Nc1ccccc1, O=C1CCC(=O)N1Br, CN(C)C=O. The product is COC(=O)c1cc2[nH]cnc2c(Cl)c1Nc1ccc(Br)cc1. As a reaction SMILES: [CH3:1][O:2][C:3](=[O:4])[c:5]1[cH:6][c:7]2[c:8]([n:9][cH:10][nH:11]2)[c:12]([Cl:21])[c:13]1[NH:14][c:15]1[cH:16][cH:17][cH:18][cH:19][cH:20]1.[O:22]=[C:23]1[N:24]([Br:29])[C:25](=[O:26])[CH2:27][CH2:28]1.[O:30]=[CH:31][N:32]([CH3:33])[CH3:34]>>[CH3:1][O:2][C:3](=[O:4])[c:5]1[cH:6][c:7]2[c:8]([n:9][cH:10][nH:11]2)[c:12]([Cl:21])[c:13]1[NH:14][c:15]1[cH:16][cH:17][c:18]([Br:29])[cH:19][cH:20]1. Reactants: C1OC=2C=C(CCN)C=CC2OC1 (3,4-ethylenedioxyphenethylamine), ClC=1C2=C(N=C(N1)C=1C=NC=CC1)SC(=C2)C(F)(F)F (4-chloro-2-(pyridin-3-yl)-6-trifluoromethyl-thieno-[2,3-d]-pyrimidine). Yields the product N1=CC(=CC=C1)C=1N=C(C2=C(N1)SC(=C2)C(F)(F)F)NCCC2=CC1=C(C=C2)OCCO1 (2-(pyridin-3-yl)-4-(3,4-ethylenedioxyphenethylamino)-6-trifluoromethyl-thieno-[2,3-d]-pyrimidine). RXN SMILES: [CH2:1]1[CH2:13][O:12][C:11]2[CH:10]=[CH:9][C:5]([CH2:6][CH2:7][NH2:8])=[CH:4][C:3]=2[O:2]1.Cl[C:15]1[C:16]2[CH:29]=[C:28]([C:30]([F:33])([F:32])[F:31])[S:27][C:17]=2[N:18]=[C:19]([C:21]2[CH:22]=[N:23][CH:24]=[CH:25][CH:26]=2)[N:20]=1>>[N:23]1[CH:24]=[CH:25][CH:26]=[C:21]([C:19]2[N:20]=[C:15]([NH:8][CH2:7][CH2:6][C:5]3[CH:9]=[CH:10][C:11]4[O:12][CH2:13][CH2:1][O:2][C:3]=4[CH:4]=3)[C:16]3[CH:29]=[C:28]([C:30]([F:33])([F:31])[F:32])[S:27][C:17]=3[N:18]=2)[CH:22]=1. Procedure: With the procedure of Example 1, the reaction of 3,4-ethylenedioxyphenethylamine with 4-chloro-2-(pyridin-3-yl)-6-trifluoromethyl-thieno-[2,3-d]-pyrimidine yields 2-(pyridin-3-yl)-4-(3,4-ethylenedioxyphenethylamino)-6-trifluoromethyl-thieno-[2,3-d]-pyrimidine.